Dataset: the Open Reaction Database (ORD), a public repository of structured organic reaction records. Task: describe an organic reaction: reactants, conditions, products, and yield Starting materials: NC1=C(C=C(C(=C1)Cl)Cl)S(=O)(=O)N (2-amino-4,5-dichlorobenzenesulfonamide), CC(C(C)C)N=C=S (1,2-dimethylpropyl isothiocyanate). Solvent: C(C)(=O)OCC (ethyl acetate). Product: ClC=1C(=CC2=C(NC(=NS2(=O)=O)NC(C(C)C)C)C1)Cl (6,7-Dichloro-3-(1,2-dimethylpropyl)amino-4H-1,2,4-benzothiadiazine 1,1-dioxide). As a reaction SMILES: [NH2:1][C:2]1[CH:7]=[C:6]([Cl:8])[C:5]([Cl:9])=[CH:4][C:3]=1[S:10]([NH2:13])(=[O:12])=[O:11].[CH3:14][CH:15]([N:19]=[C:20]=S)[CH:16]([CH3:18])[CH3:17]>C(OCC)(=O)C>[Cl:8][C:6]1[C:5]([Cl:9])=[CH:4][C:3]2[S:10](=[O:12])(=[O:11])[N:13]=[C:20]([NH:19][CH:15]([CH3:14])[CH:16]([CH3:18])[CH3:17])[NH:1][C:2]=2[CH:7]=1. Procedure details: The title compound was prepared from 2-amino-4,5-dichlorobenzenesulfonamide and 1,2-dimethylpropyl isothiocyanate by a method analogous to the one described in Example 4; m.p. 242-250° C. (ethyl acetate); 1H-NMR (DMSO-d6): δ 0.90 (d, 3H, CH3), 0.91 (d, 3H, CH3), 1.10 (d, 1H, CH3), 1.77 (m, 1H, CH(CH3)2), 3.71 (m, 1H, NHCH), 7.29 (br., 1H, NH), 7.49 (br.s, 1H, ArH), 7.89 (s, 1H, ArH), 10.41 (br.s, 1H, NH); MS: m/e 335/337/339 (M+); (C12H15N3Cl2O2S1) calc. C, 42.87; H, 4.50; N, 12.50; found C, 42.... Reactants: C1CNCCN1, O=C(NCC(NS(=O)(=O)c1cccc(N2CCCC2=O)c1Cl)C(=O)O)c1ccc(Cl)s1. The product is O=C(NCC(NS(=O)(=O)c1cccc(N2CCCC2=O)c1Cl)C(=O)N1CCNCC1)c1ccc(Cl)s1. As a reaction SMILES: [CH2:32]1[CH2:33][NH:34][CH2:35][CH2:36][NH:37]1.[Cl:1][c:2]1[c:3]([S:14](=[O:15])(=[O:16])[NH:17][CH:18]([C:19](=[O:20])[OH:21])[CH2:22][NH:23][C:24](=[O:25])[c:26]2[s:27][c:28]([Cl:31])[cH:29][cH:30]2)[cH:4][cH:5][cH:6][c:7]1[N:8]1[C:9](=[O:13])[CH2:10][CH2:11][CH2:12]1>>[Cl:1][c:2]1[c:3]([S:14](=[O:15])(=[O:16])[NH:17][CH:18]([C:19](=[O:21])[N:34]2[CH2:33][CH2:32][NH:37][CH2:36][CH2:35]2)[CH2:22][NH:23][C:24](=[O:25])[c:26]2[s:27][c:28]([Cl:31])[cH:29][cH:30]2)[cH:4][cH:5][cH:6][c:7]1[N:8]1[C:9](=[O:13])[CH2:10][CH2:11][CH2:12]1. Starting materials: CCOC(Cc1ccc(OCc2nc(C(C)(C)C)oc2C)cc1OC)C(=O)OC, [Li+], [OH-]. Yields the product CCOC(Cc1ccc(OCc2nc(C(C)(C)C)oc2C)cc1OC)C(=O)O. Reaction SMILES: [CH3:1][O:2][C:3]([CH:4]([CH2:5][c:6]1[c:7]([O:24][CH3:25])[cH:8][c:9]([O:12][CH2:13][c:14]2[n:15][c:16]([C:20]([CH3:21])([CH3:22])[CH3:23])[o:17][c:18]2[CH3:19])[cH:10][cH:11]1)[O:26][CH2:27][CH3:28])=[O:29].[Li+:31].[OH-:30]>>[O:2]=[C:3]([CH:4]([CH2:5][c:6]1[c:7]([O:24][CH3:25])[cH:8][c:9]([O:12][CH2:13][c:14]2[n:15][c:16]([C:20]([CH3:21])([CH3:22])[CH3:23])[o:17][c:18]2[CH3:19])[cH:10][cH:11]1)[O:26][CH2:27][CH3:28])[OH:29].